From a dataset of the Open Reaction Database (ORD), a public repository of structured organic reaction records. describe an organic reaction: reactants, conditions, products, and yield Starting materials: CSc1ncc2cc(-c3c(Cl)cccc3Cl)c(=O)n(C)c2n1, Cl, Nc1cccnc1, Nc1cccnc1, O. The product is Cn1c(=O)c(-c2c(Cl)cccc2Cl)cc2cnc(Nc3cccnc3)nc21. As a reaction SMILES: [Cl:1][c:2]1[c:3](-[c:9]2[cH:10][c:11]3[c:12]([n:13][c:14]([S:17][CH3:18])[n:15][cH:16]3)[n:19]([CH3:22])[c:20]2=[O:21])[c:4]([Cl:8])[cH:5][cH:6][cH:7]1.[ClH:30].[NH2:23][c:24]1[cH:25][n:26][cH:27][cH:28][cH:29]1.[NH2:31][c:32]1[cH:33][n:34][cH:35][cH:36][cH:37]1.[OH2:38]>>[Cl:1][c:2]1[c:3](-[c:9]2[cH:10][c:11]3[c:12]([n:13][c:14]([NH:23][c:24]4[cH:25][n:26][cH:27][cH:28][cH:29]4)[n:15][cH:16]3)[n:19]([CH3:22])[c:20]2=[O:21])[c:4]([Cl:8])[cH:5][cH:6][cH:7]1.